The task is: describe an organic reaction: reactants, conditions, products, and yield. This data is from the Open Reaction Database (ORD), a public repository of structured organic reaction records. RXN SMILES: [CH3:1][C:2]1[N:7]=[CH:6][C:5]([OH:8])=[CH:4][N:3]=1.[H-].[Na+].[CH:11]1([C:17]2([C:23](Cl)=[O:24])[CH2:22][CH2:21][CH2:20][CH2:19][CH2:18]2)[CH2:16][CH2:15][CH2:14][CH2:13][CH2:12]1>CC(N(C)C)=O>[CH:11]1([C:17]2([C:23]([O:8][C:5]3[CH:4]=[N:3][C:2]([CH3:1])=[N:7][CH:6]=3)=[O:24])[CH2:18][CH2:19][CH2:20][CH2:21][CH2:22]2)[CH2:12][CH2:13][CH2:14][CH2:15][CH2:16]1 |f:1.2|. Starting materials: CC1=NC=C(C=N1)O (2-methyl-5hydroxypyrimidine), [H-].[Na+] (sodium hydride), C1(CCCCC1)C1(CCCCC1)C(=O)Cl (1-cyclohexylcyclohexane-1-carbonyl chloride), ice. Solvent: CC(=O)N(C)C (dimethylacetamide), CC(=O)N(C)C (dimethylacetamide). Yield: 54.0%. The product is C1(CCCCC1)C1(CCCCC1)C(=O)OC=1C=NC(=NC1)C (2-methylpyrimidin-5-yl 1-cyclohexylcyclohexane-1-carboxylate). Procedure details: To an ice-cooled mixture of 2-methyl-5hydroxypyrimidine (0.9 g) and sodium hydride 80% (0.24 g) in dimethylacetamide (15 ml), a solution of 1-cyclohexylcyclohexane-1-carbonyl chloride (1.68 g) in dimethylacetamide (10 ml) was added. The mixture was then stirred at room temperature for 1 hour, then filtered and evaporated in vacuo. The residue was taken up with ethyl acetate, which was washed with water and dried. Evaporation of the solvent and column chromatography (cyclohexane/ethyl acetate 9:1... Reaction conditions: time 1 hour. Starting materials: Cl.NC1=CC=C2C(=N1)N(C(C2(C)C)=O)C (6-amino-1,3,3-trimethyl-1H-pyrrolo[2,3-b]pyridin-2(3H)-one hydrochloride), Cl.C(C1=CC=NC=C1)(=O)Cl (isonicotinoyl chloride hydrochloride). Yields the product CN1C(C(C=2C1=NC(=CC2)NC(C2=CC=NC=C2)=O)(C)C)=O (N-(1,3,3-Trimethyl-2-oxo-2,3-dihydro-1H-pyrrolo[2,3-b]pyridin-6-yl)isonicotinamide). RXN SMILES: Cl.[NH2:2][C:3]1[N:8]=[C:7]2[N:9]([CH3:15])[C:10](=[O:14])[C:11]([CH3:13])([CH3:12])[C:6]2=[CH:5][CH:4]=1.Cl.[C:17](Cl)(=[O:24])[C:18]1[CH:23]=[CH:22][N:21]=[CH:20][CH:19]=1>>[CH3:15][N:9]1[C:7]2=[N:8][C:3]([NH:2][C:17](=[O:24])[C:18]3[CH:23]=[CH:22][N:21]=[CH:20][CH:19]=3)=[CH:4][CH:5]=[C:6]2[C:11]([CH3:12])([CH3:13])[C:10]1=[O:14] |f:0.1,2.3|. Procedure: Prepared in analogy to example 2 from 6-amino-1,3,3-trimethyl-1H-pyrrolo[2,3-b]pyridin-2(3H)-one hydrochloride and isonicotinoyl chloride hydrochloride. The title compound was obtained as light yellow solid.